Dataset: the Open Reaction Database (ORD), a public repository of structured organic reaction records. Task: describe an organic reaction: reactants, conditions, products, and yield Product: CC(C)(C)OC(=O)N1CCN(C(=O)OCc2ccccc2)CC1CO. RXN SMILES: [BH4-:42].[CH2:1]([c:2]1[cH:3][cH:4][cH:5][cH:6][cH:7]1)[O:8][C:9](=[O:10])[N:11]1[CH2:12][CH:13]([C:24](=[O:25])[OH:26])[N:14]([C:17](=[O:18])[O:19][C:20]([CH3:21])([CH3:22])[CH3:23])[CH2:15][CH2:16]1.[CH2:44]([CH2:45][O:46][CH3:47])[O:48][CH3:49].[CH3:27][N:28]1[CH2:29][CH2:30][O:31][CH2:32][CH2:33]1.[Cl:34][C:35]([O:36][CH2:37][CH:38]([CH3:39])[CH3:40])=[O:41].[Na+:43].[OH2:50]>>[CH2:1]([c:2]1[cH:3][cH:4][cH:5][cH:6][cH:7]1)[O:8][C:9](=[O:10])[N:11]1[CH2:12][CH:13]([CH2:24][OH:25])[N:14]([C:17](=[O:18])[O:19][C:20]([CH3:21])([CH3:22])[CH3:23])[CH2:15][CH2:16]1. Starting materials: [BH4-], CC(C)(C)OC(=O)N1CCN(C(=O)OCc2ccccc2)CC1C(=O)O, COCCOC, CN1CCOCC1, CC(C)COC(=O)Cl, [Na+], O. The reactants are COC=1C=C(C=O)C=C(C1C)OC (3,5-dimethoxy-4-methylbenzaldehyde), ClC=1C=C(C(=O)OO)C=CC1 (meta-chloroperoxybenzoic acid), Na2S2O5, ClC=1C=C(C(=O)OO)C=CC1 (meta-chloroperoxybenzoic acid). Solvent: C(Cl)Cl (CH2Cl2), C(Cl)Cl (CH2Cl2). Run at time 19 hour. The product is C(=O)OC1=CC(=C(C(=C1)OC)C)OC (3,5-dimethoxy-4-methylphenyl formate). Isolated yield 88.0%. RXN SMILES: [CH3:1][O:2][C:3]1[CH:4]=[C:5]([CH:8]=[C:9]([O:12][CH3:13])[C:10]=1[CH3:11])C=O.ClC1C=C(C=CC=1)[C:18]([O:20]O)=[O:19]>C(Cl)Cl>[CH:18]([O:20][C:5]1[CH:8]=[C:9]([O:12][CH3:13])[C:10]([CH3:11])=[C:3]([O:2][CH3:1])[CH:4]=1)=[O:19]. Reported procedure: To a solution of 3,5-dimethoxy-4-methylbenzaldehyde (3.0 g, 16.8 mmol) in CH2Cl2 (35 mL) was added meta-chloroperoxybenzoic acid (77% purity; 5.8 g, 25.9 mmol). After stirring at room temperature for 19 hrs, additional meta-chloroperoxybenzoic acid (77% purity; 3.5 g, 15.6 mmol) was added. After heating for 4 hrs at 40° C. and cooling to room temperature, 10% aqueous Na2S2O5 was added and the mixture was stirred for 30 min. The mixture was diluted with CH2Cl2 and the layers separated. The organi...